This data is from the Open Reaction Database (ORD), a public repository of structured organic reaction records. The task is: describe an organic reaction: reactants, conditions, products, and yield Reactants: ice water, CC(=CC=CC1=CC=C(C=C1)C(C)=O)CCC=C(C)C (p-(4,8-dimethyl-1,3,7-nonatrienyl)acetophenone), triethyl phosphonoacetate, CC[O-].[Na+] (sodium ethylate), CC(=O)C (dimethylformaldehyde). Product: CC(=CC=CC1=CC=C(C=C1)C(=CC(=O)OCC)C)CCC=C(C)C (ethyl 3-[4-(4,8-dimethyl-1,3,7-nonatrienyl)-phenyl]-2-butenoate). RXN SMILES: [CH3:1][C:2]([CH2:15][CH2:16][CH:17]=[C:18]([CH3:20])[CH3:19])=[CH:3][CH:4]=[CH:5][C:6]1[CH:11]=[CH:10][C:9]([C:12](=O)[CH3:13])=[CH:8][CH:7]=1.[CH3:21][CH2:22][O-:23].[Na+].[CH3:25][C:26](C)=[O:27]>>[CH3:1][C:2]([CH2:15][CH2:16][CH:17]=[C:18]([CH3:20])[CH3:19])=[CH:3][CH:4]=[CH:5][C:6]1[CH:11]=[CH:10][C:9]([C:12]([CH3:13])=[CH:21][C:22]([O:27][CH2:26][CH3:25])=[O:23])=[CH:8][CH:7]=1 |f:1.2|. Reported procedure: 8 g of p-(4,8-dimethyl-1,3,7-nonatrienyl)acetophenone was added to a solution of 15 g of triethyl phosphonoacetate and 4.2 g of sodium ethylate in 50 ml of dimethylformaldehyde under stirring at room temperature. After stirring at 70° C. for 3 h, the reaction liquid was poured into ice/water, extracted with n-hexane, washed with water and dried over magnesium sulfate. After concentration followed by silica gel column chromatography, 6.1 g of intended ethyl 3-[4-(4,8-dimethyl-1,3,7-nonatrienyl)-p... Starting materials: COC=1C=C(C=CC(=O)N2CCOCC2)C=CC1OC (3,4-dimethoxycinnamic acid morpholide), BrC1=CC=C(C=C1)C1OCCO1 (2-(4-bromophenyl)-1,3-dioxolane). Product: COC=1C=C(C=CC1OC)\C(=C/C(=O)N1CCOCC1)\C1=CC=C(C=C1)C1OCCO1 (z-3-(3,4-Dimethoxyphenyl)-3-[4-(1,3-dioxolan-2-yl)-phenyl]acrylic acid morpholide). As a reaction SMILES: [CH3:1][O:2][C:3]1[CH:4]=[C:5]([CH:16]=[CH:17][C:18]=1[O:19][CH3:20])[CH:6]=[CH:7][C:8]([N:10]1[CH2:15][CH2:14][O:13][CH2:12][CH2:11]1)=[O:9].Br[C:22]1[CH:27]=[CH:26][C:25]([CH:28]2[O:32][CH2:31][CH2:30][O:29]2)=[CH:24][CH:23]=1>>[CH3:1][O:2][C:3]1[CH:4]=[C:5](/[C:6](/[C:22]2[CH:27]=[CH:26][C:25]([CH:28]3[O:29][CH2:30][CH2:31][O:32]3)=[CH:24][CH:23]=2)=[CH:7]\[C:8]([N:10]2[CH2:11][CH2:12][O:13][CH2:14][CH2:15]2)=[O:9])[CH:16]=[CH:17][C:18]=1[O:19][CH3:20]. Procedure: This compound was obtained in analogy to the preceding Examples from 3,4-dimethoxycinnamic acid morpholide and 2-(4-bromophenyl)-1,3-dioxolane. The reactants are ice, ice, FC=1C=C(N)C=CC1N1CCOCC1 (3-fluoro-4-morpholinyl-aniline), C([O-])(O)=O.[Na+] (sodium bicarbonate), ClC(=O)OCC1=CC=CC=C1 (benzyl chloroformate). Run in O (water), CC(=O)C (acetone), O (water). Reaction conditions: time 1.5 hour. Product: C(=O)(OCC1=CC=CC=C1)NC1=CC(=C(C=C1)N1CCOCC1)F (N-carbobenzyloxy-3-fluoro-4-morpholinyl aniline). Reaction SMILES: [F:1][C:2]1[CH:3]=[C:4]([CH:6]=[CH:7][C:8]=1[N:9]1[CH2:14][CH2:13][O:12][CH2:11][CH2:10]1)[NH2:5].C(=O)(O)[O-].[Na+].Cl[C:21]([O:23][CH2:24][C:25]1[CH:30]=[CH:29][CH:28]=[CH:27][CH:26]=1)=[O:22]>CC(C)=O.O>[C:21]([NH:5][C:4]1[CH:6]=[CH:7][C:8]([N:9]2[CH2:14][CH2:13][O:12][CH2:11][CH2:10]2)=[C:2]([F:1])[CH:3]=1)([O:23][CH2:24][C:25]1[CH:30]=[CH:29][CH:28]=[CH:27][CH:26]=1)=[O:22] |f:1.2|. Procedure details: To a solution of 28.91 g of 3-fluoro-4-morpholinyl-aniline and 27.88 g of sodium bicarbonate in 500 mL of acetone and 250 mL of water at 0° C. was added 28.68 g of benzyl chloroformate. After stirring the mixture for 1.5 hours, the mixture was poured onto 1000 cc of ice and water, and the ice allowed to melt. The precipitated solid was collected by filtration and washed with 3×250 ml of water, and then dried in a vacuum oven at 750° C. to give a gray-purple solid. This was recrystallized from ac... Starting materials: ClCCl, O, O=C(O)C(F)(F)F, CC(C)(C)OC(=O)Nc1cccc(CNC(=O)c2ccc(-c3ccccc3)cc2)c1. Product: Nc1cccc(CNC(=O)c2ccc(-c3ccccc3)cc2)c1. RXN SMILES: [Cl:39][CH2:40][Cl:41].[OH2:38].[OH:31][C:32]([C:33]([F:34])([F:35])[F:36])=[O:37].[c:1]1(-[c:25]2[cH:26][cH:27][cH:28][cH:29][cH:30]2)[cH:2][cH:3][c:4]([C:7](=[O:8])[NH:9][CH2:10][c:11]2[cH:12][c:13]([NH:17][C:18](=[O:19])[O:20][C:21]([CH3:22])([CH3:23])[CH3:24])[cH:14][cH:15][cH:16]2)[cH:5][cH:6]1>>[c:1]1(-[c:25]2[cH:26][cH:27][cH:28][cH:29][cH:30]2)[cH:2][cH:3][c:4]([C:7](=[O:8])[NH:9][CH2:10][c:11]2[cH:12][c:13]([NH2:17])[cH:14][cH:15][cH:16]2)[cH:5][cH:6]1.